This data is from the Open Reaction Database (ORD), a public repository of structured organic reaction records. The task is: describe an organic reaction: reactants, conditions, products, and yield Starting materials: CC(=O)O, CC(=O)O, ClCCl, Ic1ccccc1, CC(CCO)c1ccc2ncccc2c1. The product is CC(CC=O)c1ccc2ncccc2c1. Reaction SMILES: [C:16]([OH:17])(=[O:18])[CH3:19].[C:20]([OH:21])(=[O:22])[CH3:23].[CH2:31]([Cl:32])[Cl:33].[I:24][c:25]1[cH:26][cH:27][cH:28][cH:29][cH:30]1.[n:1]1[cH:2][cH:3][cH:4][c:5]2[cH:6][c:7]([CH:11]([CH2:12][CH2:13][OH:14])[CH3:15])[cH:8][cH:9][c:10]12>>[n:1]1[cH:2][cH:3][cH:4][c:5]2[cH:6][c:7]([CH:11]([CH2:12][CH:13]=[O:14])[CH3:15])[cH:8][cH:9][c:10]12. Reactants: NC1=CC=C(C=C1)S(=O)(=O)C=CC#N (2-cyanovinyl 4-aminophenyl sulfone), Cl.ClCCNCCCl (bis-(2-chloroethyl)amine hydrochloride), solution, material, P(=O)(Cl)(Cl)Cl (phosphoryl chloride), CCCCCCCC (octane). Solvent: CC(=O)C (acetone), N1=CC=CC=C1 (pyridine), CC(=O)C (acetone), CC(=O)C (acetone). Run at time 30 minute. The product is ClCCN(P(=O)(Cl)Cl)CCCl (Di-(2-chloroethyl)amidophosphorodichloridate). Reaction SMILES: Cl.[Cl:2][CH2:3][CH2:4][NH:5][CH2:6][CH2:7][Cl:8].[P:9](Cl)([Cl:12])([Cl:11])=[O:10].NC1C=CC(S(C=CC#N)(=O)=O)=CC=1.CCCCCCCC>CC(C)=O.N1C=CC=CC=1>[Cl:2][CH2:3][CH2:4][N:5]([CH2:6][CH2:7][Cl:8])[P:9]([Cl:12])([Cl:11])=[O:10] |f:0.1|. Procedure: Di-(2-chloroethyl)amidophosphorodichloridate is prepared according to H. Brintzinger et al in Chemische Berichte 82, 389-99 (1949) from bis-(2-chloroethyl)amine hydrochloride and phosphoryl chloride in the presence of pyridine. 0.03 mol (7.8 g) of this material is dissolved in 100 ml of acetone and added to an acetone solution of 0.03 mole (6.3 g) of 2-cyanovinyl 4-aminophenyl sulfone. To the stirred mixture is added in 2-3 portions a 10% solution of 1,4-diazabicyclo[2.2.2.]octane in acetone. Af... Reactants: ClC1C(OC(CC1=O)(C1CCCC1)CCC1=CC(=C(C=C1)OC)Cl)=O (3-chloro-6-[2-(3-chloro-4-methoxyphenyl)ethyl]-6-cyclopentyldihydro-2H-pyran-2,4(3H)-dione), SC=1N(C(=NN1)C(=O)OC)C (methyl 5-mercapto-4-methyl-4H-1,2,4-triazole-3-carboxylate), O.OC1=C2NC(=NC2=NC=N1)S (6-hydroxy-8-mercaptopurine monohydrate). The product is ClC=1C=C(C=CC1OC)CCC1(CC(=C(C(O1)=O)SC=1N(C(=NN1)C(=O)OC)C)O)C1CCCC1 (Methyl 5-({6-[2-(3-chloro-4-methoxyphenyl)ethyl]-6-cyclopentyl-4-hydroxy-2-oxo-5,6-dihydro-2H-pyran-3-yl}thio)-4-methyl-4H-1,2,4-triazole-3-carboxylate). Reaction SMILES: Cl[CH:2]1[C:7](=[O:8])[CH2:6][C:5]([CH2:14][CH2:15][C:16]2[CH:21]=[CH:20][C:19]([O:22][CH3:23])=[C:18]([Cl:24])[CH:17]=2)([CH:9]2[CH2:13][CH2:12][CH2:11][CH2:10]2)[O:4][C:3]1=[O:25].[SH:26][C:27]1[N:28]([CH3:36])[C:29]([C:32]([O:34][CH3:35])=[O:33])=[N:30][N:31]=1.O.OC1N=CN=C2C=1NC(S)=N2>>[Cl:24][C:18]1[CH:17]=[C:16]([CH2:15][CH2:14][C:5]2([CH:9]3[CH2:13][CH2:12][CH2:11][CH2:10]3)[O:4][C:3](=[O:25])[C:2]([S:26][C:27]3[N:28]([CH3:36])[C:29]([C:32]([O:34][CH3:35])=[O:33])=[N:30][N:31]=3)=[C:7]([OH:8])[CH2:6]2)[CH:21]=[CH:20][C:19]=1[O:22][CH3:23] |f:2.3|. Procedure: The title compound was prepared as described in Example C(70), where 3-chloro-6-[2-(3-chloro-4-methoxyphenyl)ethyl]-6-cyclopentyldihydro-2H-pyran-2,4(3H)-dione was used in place of 3-chloro-6-[2-(5-chloro-2,4-dimethoxyphenyl)ethyl]6-cyclopentyldihydro-2H-pyran-2,4(3H)-dione and methyl 5-mercapto-4-methyl-4H-1,2,4-triazole-3-carboxylate, as shown in Example 21, Step 2, was used in place of 6-hydroxy-8-mercaptopurine monohydrate. Starting materials: Br, Br, ClCCl, CC(=O)O, CON=C(C(C)=O)C(=O)O. Yields the product CON=C(C(=O)O)C(=O)CBr. RXN SMILES: [Br:12].[BrH:11].[CH2:13]([Cl:14])[Cl:15].[CH3:16][C:17](=[O:18])[OH:19].[CH3:1][O:2][N:3]=[C:4]([C:5](=[O:6])[OH:7])[C:8]([CH3:9])=[O:10]>>[CH3:1][O:2][N:3]=[C:4]([C:5](=[O:6])[OH:7])[C:8]([CH2:9][Br:11])=[O:10]. Starting materials: CN(C1(CCC(CC1)NC(CCCOC1=CC=CC=C1)=O)C1=CC=CC=C1)C (N-(4-dimethylamino-4-phenylcyclohexyl)-4-phenoxybutyramide), Cl (hydrochloride), O (water), Cl[Si](C)(C)C (chlorotrimethylsilane), white solid. The solvent is C(C)(=O)OCC (ethyl acetate), CC(CC)=O (2-butanone). Product: Cl.CN(C1(CCC(CC1)NC(CCCOC1=CC=CC=C1)=O)C1=CC=CC=C1)C (N-(4-Dimethylamino-4-phenylcyclohexyl)-4-phenoxybutyramide hydrochloride). Reaction SMILES: [CH3:1][N:2]([CH3:28])[C:3]1([C:22]2[CH:27]=[CH:26][CH:25]=[CH:24][CH:23]=2)[CH2:8][CH2:7][CH:6]([NH:9][C:10](=[O:21])[CH2:11][CH2:12][CH2:13][O:14][C:15]2[CH:20]=[CH:19][CH:18]=[CH:17][CH:16]=2)[CH2:5][CH2:4]1.Cl.O.[Cl:31][Si](C)(C)C>CC(=O)CC.C(OCC)(=O)C>[ClH:31].[CH3:28][N:2]([CH3:1])[C:3]1([C:22]2[CH:27]=[CH:26][CH:25]=[CH:24][CH:23]=2)[CH2:4][CH2:5][CH:6]([NH:9][C:10](=[O:21])[CH2:11][CH2:12][CH2:13][O:14][C:15]2[CH:20]=[CH:19][CH:18]=[CH:17][CH:16]=2)[CH2:7][CH2:8]1 |f:6.7|. Procedure: As described for Example 237, 575 mg of the less polar diastereoisomer of N-(4-dimethylamino-4-phenylcyclohexyl)-4-phenoxybutyramide were also obtained and, as a solution in 5 ml 2-butanone and 5 ml ethyl acetate, were converted into the corresponding hydrochloride by addition of 27.2 μl water and 190 μl chlorotrimethylsilane (530 mg of a white solid, m.p. 194-197° C.). The reactants are CC1=NC=C(C(=C1)CO)CO (2-Methyl-4,5-di(hydroxymethyl)pyridine), C(C)(=O)OC(C)=O (acetic anhydride). Run in N1=CC=CC=C1 (pyridine). Yields the product CC1=NC=C(C(=C1)COC(C)=O)CO (2-methyl-4-acetoxymethyl-5-hydroxymethylpyridine). As a reaction SMILES: [CH3:1][C:2]1[CH:7]=[C:6]([CH2:8][OH:9])[C:5]([CH2:10][OH:11])=[CH:4][N:3]=1.[C:12](OC(=O)C)(=[O:14])[CH3:13]>N1C=CC=CC=1>[CH3:1][C:2]1[CH:7]=[C:6]([CH2:8][O:9][C:12](=[O:14])[CH3:13])[C:5]([CH2:10][OH:11])=[CH:4][N:3]=1. Procedure details: 2-Methyl-4,5-di(hydroxymethyl)pyridine (0.1 mole) is stirred in pyridine (50 ml.) with acetic anhydride (0.1 mole) at room temperature overnight. The pyridine is evaporated and the residue is dissolved in 10 ml. water and extracted with 2×30 ml. of chloroform. After drying over magnesium sulfate, the chloroform is evaporated and the residue is chromatographed on a silica gel column using benzene-ethanol as eluate. By this procedure is obtained: Starting materials: C1CC(=O)N(C1=O)Br (NBS), CC1=CC2=C(SC=C2)C=C1 (5-methylbenzo[b]thiophene), C1N2CN3CN1CN(C2)C3 (hexamethylenetetramine), C1CC(=O)N(C1=O)Br (NBS). The reagents and catalysts are C(C1=CC=CC=C1)(=O)OOC(C1=CC=CC=C1)=O (benzoylperoxide). The solvent is C(Cl)(Cl)(Cl)Cl (CCl4), C(Cl)(Cl)Cl (CHCl3). Conditions: time 15 minute. The product is C(=O)C1=CC2=C(SC=C2)C=C1 (5-Formylbenzo[b]thiophene). Isolated yield 297.4%. As a reaction SMILES: [CH2:1]1[C:6](=O)N(Br)[C:3](=[O:4])[CH2:2]1.CC1C=C[C:13]2[S:14][CH:15]=[CH:16][C:12]=2[CH:11]=1.C1N2CN3CN(C2)CN1C3>C(Cl)(Cl)(Cl)Cl.C(Cl)(Cl)Cl.C(OOC(=O)C1C=CC=CC=1)(=O)C1C=CC=CC=1>[CH:3]([C:2]1[CH:1]=[CH:6][C:13]2[S:14][CH:15]=[CH:16][C:12]=2[CH:11]=1)=[O:4]. Procedure details: Under N2, NBS (6 g, 0.034 mol) was added to a solution of 5-methylbenzo[b]thiophene (30.8 g, 0.21 mol), benzoylperoxide (1.6 g) in CCl4 (300 ml) and was heated at reflux. After 15 minutes, the remainder of the NBS (35 g, 0.2 mol) was added over a period of 5 minutes and heated at reflux for 1.5 hours. The reaction mixture was then cooled, filtered and the filtrate washed with H2O (2x), dried, filtered and concentrated to dryness. The residue was dissolved in CHCl3 (130 ml) and added to a solutio...